From a dataset of the Open Reaction Database (ORD), a public repository of structured organic reaction records. describe an organic reaction: reactants, conditions, products, and yield Reactants: [F-].C(CCC)[N+](CCCC)(CCCC)CCCC (tetra-n-butylammonium fluoride), COC(C1=CC(=C(C(=C1)C)Br)SCC1=C(C(=CC=C1)Cl)O[Si](C)(C)C(C)(C)C)=O (4-bromo-3-[2-(tert-butyl-dimethyl-silanyloxy)-3-chloro-benzylsulfanyl]-5-methyl-benzoic acid methyl ester). Solvent: O1CCCC1 (tetrahydrofuran), O1CCCC1 (tetrahydrofuran). Conditions: time 0.5 hour. Product: COC(C1=CC(=C(C(=C1)C)Br)SCC1=C(C(=CC=C1)Cl)O)=O (4-Bromo-3-(3-chloro-2-hydroxy-benzylsulfanyl)-5-methyl-benzoic acid methyl ester). Reaction SMILES: [F-].C([N+](CCCC)(CCCC)CCCC)CCC.[CH3:19][O:20][C:21](=[O:47])[C:22]1[CH:27]=[C:26]([CH3:28])[C:25]([Br:29])=[C:24]([S:30][CH2:31][C:32]2[CH:37]=[CH:36][CH:35]=[C:34]([Cl:38])[C:33]=2[O:39][Si](C(C)(C)C)(C)C)[CH:23]=1>O1CCCC1>[CH3:19][O:20][C:21](=[O:47])[C:22]1[CH:27]=[C:26]([CH3:28])[C:25]([Br:29])=[C:24]([S:30][CH2:31][C:32]2[CH:37]=[CH:36][CH:35]=[C:34]([Cl:38])[C:33]=2[OH:39])[CH:23]=1 |f:0.1|. Procedure: A solution of tetra-n-butylammonium fluoride (6.12 g, 19 mmol) in tetrahydrofuran (20 mL) was added dropwise to a solution of 4-bromo-3-[2-(tert-butyl-dimethyl-silanyloxy)-3-chloro-benzylsulfanyl]-5-methyl-benzoic acid methyl ester (5 g, 96.9 mmol) in tetrahydrofuran (50 mL) under nitrogen at 5° C. and stirring was continued for 0.5 h. It was concentrated, treated with chilled water and extracted with ethyl acetate. The organic layer was washed with water, brine, dried, concentrated and purified... Starting materials: COC(C1=C(C=CC=C1)OCCN1CCC(CC1)C1=CNC2=C(C=CC=C12)C)=O (2-{2-[4-(7-methyl-1H-indol-3-yl)-piperidin-1-yl]-ethoxy}-benzoic acid methyl ester), crude mixture, [H-].[Na+] (NaH), BrCCOCC (bromoethylethyl ether). The product is C(C)OCCN1C=C(C2=CC=CC(=C12)C)C1CCN(CC1)CCOC1=C(C(=O)O)C=CC=C1 (2-(2-{4-[1-(2-ethoxy-ethyl)-7-methyl-1H-indol-3-yl]-piperidin-1-yl}-ethoxy)-benzoic acid). As a reaction SMILES: C[O:2][C:3](=[O:29])[C:4]1[CH:9]=[CH:8][CH:7]=[CH:6][C:5]=1[O:10][CH2:11][CH2:12][N:13]1[CH2:18][CH2:17][CH:16]([C:19]2[C:27]3[C:22](=[C:23]([CH3:28])[CH:24]=[CH:25][CH:26]=3)[NH:21][CH:20]=2)[CH2:15][CH2:14]1.[H-].[Na+].Br[CH2:33][CH2:34][O:35][CH2:36][CH3:37]>>[CH2:34]([O:35][CH2:36][CH2:37][N:21]1[C:22]2[C:27](=[CH:26][CH:25]=[CH:24][C:23]=2[CH3:28])[C:19]([CH:16]2[CH2:17][CH2:18][N:13]([CH2:12][CH2:11][O:10][C:5]3[CH:6]=[CH:7][CH:8]=[CH:9][C:4]=3[C:3]([OH:2])=[O:29])[CH2:14][CH2:15]2)=[CH:20]1)[CH3:33] |f:1.2|. Procedure details: This compound was prepared following the procedure described in Example 138 (part B) starting with 0.068 g (0.172 mmol) of 2-{2-[4-(7-methyl-1H-indol-3-yl)-piperidin-1-yl]-ethoxy}-benzoic acid methyl ester (prepared as in Example 138, part A), 0.010 g (0.26 mmol) of NaH in 60% of mineral oil and 0.023 mL (0.22 mmol) of bromoethylethyl ether. The crude mixture was hydrolised following the procedure described in Example 138 (part C) and purified by chromatography over silica gel affording 0.074 g ... Reactants: COC(=O)C1CC(C(=O)OC)N1Cc1ccccc1, CO, [H][H], [OH-], [OH-], [Pd+2]. Product: COC(=O)C1CC(C(=O)OC)N1. RXN SMILES: [CH3:1][O:2][C:3](=[O:4])[CH:5]1[N:6]([CH2:13][c:14]2[cH:15][cH:16][cH:17][cH:18][cH:19]2)[CH:7]([C:9](=[O:10])[O:11][CH3:12])[CH2:8]1.[CH3:22][OH:23].[H:20][H:21].[OH-:24].[OH-:25].[Pd+2:26]>>[CH3:1][O:2][C:3](=[O:4])[CH:5]1[NH:6][CH:7]([C:9](=[O:10])[O:11][CH3:12])[CH2:8]1. Starting materials: CC([O-])=S, CC(OS(C)(=O)=O)C1CCN(C(=O)OC(C)(C)C)CC1, CS(C)=O, [K+]. Product: CC(=O)SC(C)C1CCN(C(=O)OC(C)(C)C)CC1. As a reaction SMILES: [C:21]([CH3:22])(=[S:23])[O-:24].[CH3:1][S:2]([O:3][CH:6]([CH3:7])[CH:8]1[CH2:9][CH2:10][N:11]([C:14](=[O:15])[O:16][C:17]([CH3:18])([CH3:19])[CH3:20])[CH2:12][CH2:13]1)(=[O:4])=[O:5].[CH3:26][S:27](=[O:28])[CH3:29].[K+:25]>>[CH:6]([CH3:7])([CH:8]1[CH2:9][CH2:10][N:11]([C:14](=[O:15])[O:16][C:17]([CH3:18])([CH3:19])[CH3:20])[CH2:12][CH2:13]1)[S:23][C:21]([CH3:22])=[O:24]. The reactants are CO, COC(C)c1cc(NC(C)=O)c(F)cc1Cl, [K+], [OH-], O. Product: COC(C)c1cc(N)c(F)cc1Cl. As a reaction SMILES: [CH3:19][OH:20].[Cl:1][c:2]1[cH:3][c:4]([F:16])[c:5]([NH:12][C:13](=[O:14])[CH3:15])[cH:6][c:7]1[CH:8]([CH3:9])[O:10][CH3:11].[K+:18].[OH-:17].[OH2:21]>>[Cl:1][c:2]1[cH:3][c:4]([F:16])[c:5]([NH2:12])[cH:6][c:7]1[CH:8]([CH3:9])[O:10][CH3:11]. Starting materials: ClC=1N=NC(=CC1)Cl (3,6-dichloro pyridazine), [Br-].FC1=C(C[Zn+])C(=CC=C1)F (2,6 difluoro benzyl zinc bromide). Reagents/catalysts: C=1C=CC(=CC1)[P](C=2C=CC=CC2)(C=3C=CC=CC3)[Pd]([P](C=4C=CC=CC4)(C=5C=CC=CC5)C=6C=CC=CC6)([P](C=7C=CC=CC7)(C=8C=CC=CC8)C=9C=CC=CC9)[P](C=1C=CC=CC1)(C=1C=CC=CC1)C=1C=CC=CC1 (tetrakis(triphenylphosphine)palladium). Run in C1CCOC1 (THF). Run at temperature 80 celsius. Product: ClC=1N=NC(=CC1)CC1=C(C=CC=C1F)F (3-chloro-6-(2,6-difluorobenzyl)pyridazine). Yield: 47.4%. RXN SMILES: [Cl:1][C:2]1[N:3]=[N:4][C:5](Cl)=[CH:6][CH:7]=1.[Br-].[F:10][C:11]1[CH:18]=[CH:17][CH:16]=[C:15]([F:19])[C:12]=1[CH2:13][Zn+]>C1COCC1.C1C=CC([P]([Pd]([P](C2C=CC=CC=2)(C2C=CC=CC=2)C2C=CC=CC=2)([P](C2C=CC=CC=2)(C2C=CC=CC=2)C2C=CC=CC=2)[P](C2C=CC=CC=2)(C2C=CC=CC=2)C2C=CC=CC=2)(C2C=CC=CC=2)C2C=CC=CC=2)=CC=1>[Cl:1][C:2]1[N:3]=[N:4][C:5]([CH2:13][C:12]2[C:11]([F:10])=[CH:18][CH:17]=[CH:16][C:15]=2[F:19])=[CH:6][CH:7]=1 |f:1.2,^1:28,30,49,68|. Procedure details: To a solution of 3,6-dichloro pyridazine (7.39 g, 50 mmol) and tetrakis(triphenylphosphine)palladium (2.89 g, 2.5 mmol) in THF (500 mL) was added 2,6 difluoro benzyl zinc bromide (120 mL, 60 mmol). The reaction mixture was heated to 80° C. for 1.5 hours until the reaction was complete by TLC. The reaction was cooled to room temperature, filtered through celite, and concentrated in vacuo. The crude residue was recrystalized from ether to yield 5.7 g of the title compound. Starting materials: O=C([O-])O, C=CCOC(=O)C1=C(SC2CC(COCCNC(N)=O)N(C(=O)OCC=C)C2)C(C)C2C(C(CO[SiH](C)C)C(C)(C)C)C(=O)N12, CC(=O)O, CCCC[N+](CCCC)(CCCC)CCCC, CCOC(C)=O, [F-], [Na+], C1CCOC1, O. Product: C=CCOC(=O)C1=C(SC2CC(COCCNC(N)=O)N(C(=O)OCC=C)C2)C(C)C2C(C(C)O)C(=O)N12. RXN SMILES: [C:68](=[O:69])([O-:70])[OH:71].[CH2:1]([CH:2]=[CH2:3])[O:4][C:5](=[O:6])[N:7]1[CH:8]([CH2:38][O:39][CH2:40][CH2:41][NH:42][C:43](=[O:44])[NH2:45])[CH2:9][CH:10]([S:12][C:13]2=[C:14]([C:32](=[O:33])[O:34][CH2:35][CH:36]=[CH2:37])[N:15]3[C:16](=[O:31])[CH:17]([CH:21]([C:22]([CH3:23])([CH3:24])[CH3:25])[CH2:26][O:27][SiH:28]([CH3:29])[CH3:30])[CH:18]3[CH:19]2[CH3:20])[CH2:11]1.[CH3:46][C:47]([OH:48])=[O:49].[CH3:51][CH2:52][CH2:53][CH2:54][N+:55]([CH2:56][CH2:57][CH2:58][CH3:59])([CH2:60][CH2:61][CH2:62][CH3:63])[CH2:64][CH2:65][CH2:66][CH3:67].[CH3:79][CH2:80][O:81][C:82](=[O:83])[CH3:84].[F-:50].[Na+:72].[O:73]1[CH2:74][CH2:75][CH2:76][CH2:77]1.[OH2:78]>>[CH2:1]([CH:2]=[CH2:3])[O:4][C:5](=[O:6])[N:7]1[CH:8]([CH2:38][O:39][CH2:40][CH2:41][NH:42][C:43](=[O:44])[NH2:45])[CH2:9][CH:10]([S:12][C:13]2=[C:14]([C:32](=[O:33])[O:34][CH2:35][CH:36]=[CH2:37])[N:15]3[C:16](=[O:31])[CH:17]([CH:47]([CH3:46])[OH:48])[CH:18]3[CH:19]2[CH3:20])[CH2:11]1.